This data is from the Open Reaction Database (ORD), a public repository of structured organic reaction records. The task is: describe an organic reaction: reactants, conditions, products, and yield Reactants: Cl (hydrogen chloride), OC1CC=2C(=C(C3=C(C=CC(O3)=O)C2)OC)O1 (2-hydroxy-9-methoxy-2,3-dihydro-7H-furo[3,2-g][1]benzopyran-7-one), C(C)O (ethanol). Reaction conditions: time 2 hour. Product: C(C)OC1CC=2C(=C(C3=C(C=CC(O3)=O)C2)OC)O1 (2-ethoxy-9-methoxy-2,3-dihydro-7H-furo[3,2-g][1]benzopyran-7-one). Reaction SMILES: Cl.[OH:2][CH:3]1[O:18][C:6]2=[C:7]([O:16][CH3:17])[C:8]3[O:13][C:12](=[O:14])[CH:11]=[CH:10][C:9]=3[CH:15]=[C:5]2[CH2:4]1.[CH2:19](O)[CH3:20]>>[CH2:19]([O:2][CH:3]1[O:18][C:6]2=[C:7]([O:16][CH3:17])[C:8]3[O:13][C:12](=[O:14])[CH:11]=[CH:10][C:9]=3[CH:15]=[C:5]2[CH2:4]1)[CH3:20]. Reported procedure: Absolute ethanol was saturated with gaseous hydrogen chloride at 0°. To this solution, 5.0g. (0.214 mole) of 2-hydroxy-9-methoxy-2,3-dihydro-7H-furo[3,2-g][1]benzopyran-7-one was added, and the reaction was allowed to proceed at 25° for 2.0 hours. The solvent was evaporated, and the residue was passed through a column consisting of 150 g. silica (upper layer) and 50 g. of neutral alumina (lower layer) using benzene/ethyl acetate, 4:1. Fractions containing the product were combined and evaporated...